From a dataset of the Open Reaction Database (ORD), a public repository of structured organic reaction records. describe an organic reaction: reactants, conditions, products, and yield Run at time 3 hour. The product is CN(CCCC1(C(CCCC1)C1=CC=CC=C1)C#N)C (1-(3-Dimethylaminopropyl)-2-phenylcyclohexane carbonitrile). Reaction SMILES: [CH3:1][N:2]([CH:4]=O)[CH3:3].[C:6]1([CH:12]2[CH2:17][CH2:16][CH2:15][CH2:14][CH:13]2[C:18]#[N:19])[CH:11]=[CH:10][CH:9]=[CH:8][CH:7]=1.[CH2:20]1COC[CH2:21]1>>[CH3:1][N:2]([CH3:3])[CH2:4][CH2:20][CH2:21][C:13]1([C:18]#[N:19])[CH2:14][CH2:15][CH2:16][CH2:17][CH:12]1[C:6]1[CH:11]=[CH:10][CH:9]=[CH:8][CH:7]=1. Procedure details: In a 500 ml flask was added 0.88 g of freshly washed (with hexane) KH (2.2 eq, 22 mmoles). To this was added 100 ml THF, 50 ml DMF, and 10 mmoles of 2-phenylcyclohexane carbonitrile and the contents were heated at reflux under N2 for 3 hours. After 3 hours, a solution of 1.5 eq of freshly distilled 3-N,N-dimethylaminopropyl chloride (9.83 g) dissolved in 25 ml THF was added dropwise and the reaction then heated at reflux overnight. Starting materials: CN(C)C=O (DMF), C1(=CC=CC=C1)C1C(CCCC1)C#N (2-phenylcyclohexane carbonitrile), C1CCOC1 (THF), 3-N,N-dimethylaminopropyl chloride, C1CCOC1 (THF). Reactants: BrC1=CC=C(C=C1)S(=O)(=O)C=1C(=NN2C1N=C(C=C2Cl)C)SC (3-(4-bromo-benzenesulphonyl)-7-chloro-5-methyl-2-methylsulphanyl-pyrazolo[1,5-a]pyrimidine), N (NH3). Run in CO (MeOH). The product is BrC1=CC=C(C=C1)S(=O)(=O)C=1C(=NN2C1N=C(C=C2N)C)SC (3-(4-bromo-benzenesulphonyl)-5-methyl-2-methylsulphanyl-pyrazolo[1,5-a]pyrimidin-7-ylamine). As a reaction SMILES: [Br:1][C:2]1[CH:7]=[CH:6][C:5]([S:8]([C:11]2[C:12]([S:22][CH3:23])=[N:13][N:14]3[C:19](Cl)=[CH:18][C:17]([CH3:21])=[N:16][C:15]=23)(=[O:10])=[O:9])=[CH:4][CH:3]=1.[NH3:24]>CO>[Br:1][C:2]1[CH:7]=[CH:6][C:5]([S:8]([C:11]2[C:12]([S:22][CH3:23])=[N:13][N:14]3[C:19]([NH2:24])=[CH:18][C:17]([CH3:21])=[N:16][C:15]=23)(=[O:10])=[O:9])=[CH:4][CH:3]=1. Reported procedure: In an analogous manner to that described in Example 4, from 3-(4-bromo-benzenesulphonyl)-7-chloro-5-methyl-2-methylsulphanyl-pyrazolo[1,5-a]pyrimidine and NH3 in MeOH there was obtained 3-(4-bromo-benzenesulphonyl)-5-methyl-2-methylsulphanyl-pyrazolo[1,5-a]pyrimidin-7-ylamine as colorless crystals, m.p.>230°. Starting materials: CC(C)(C)OC(=O)NCCCO, CCOC(=O)CC1OB(O)c2cc(Oc3ccnc(Cl)n3)cc(C)c21, [Cl-], Cl, [H-], [NH4+], [Na+], CN(C)C=O. The product is CCOC(=O)CC1OB(O)c2cc(Oc3ccnc(OCCCNC(=O)OC(C)(C)C)n3)cc(C)c21. As a reaction SMILES: [C:26]([CH3:27])([CH3:28])([CH3:29])[O:30][C:31]([NH:32][CH2:33][CH2:34][CH2:35][OH:36])=[O:37].[CH2:1]([CH3:2])[O:3][C:4]([CH2:5][CH:6]1[c:7]2[c:8]([cH:12][c:13]([O:17][c:18]3[n:19][c:20]([Cl:24])[n:21][cH:22][cH:23]3)[cH:14][c:15]2[CH3:16])[B:9]([OH:11])[O:10]1)=[O:25].[Cl-:40].[ClH:42].[H-:39].[NH4+:41].[Na+:38].[O:43]=[CH:44][N:45]([CH3:46])[CH3:47]>>[CH2:1]([CH3:2])[O:3][C:4]([CH2:5][CH:6]1[c:7]2[c:8]([cH:12][c:13]([O:17][c:18]3[n:19][c:20]([O:36][CH2:35][CH2:34][CH2:33][NH:32][C:31]([O:30][C:26]([CH3:27])([CH3:28])[CH3:29])=[O:37])[n:21][cH:22][cH:23]3)[cH:14][c:15]2[CH3:16])[B:9]([OH:11])[O:10]1)=[O:25]. Starting materials: C(C)OC(/C(=C(/C)\C=1C=C(C=C2C(CCN(C12)CCC)(C)C)C(C)C)/F)=O ((E)-3-(1-n-propyl-6-isopropyl-4,4-dimethyl-1,2,3,4-tetrahydro-quinolin-8-yl)-2-fluoro-but-2-enoic acid ethyl ester), C(C)OC(/C(=C(/C)\C=1C=C(C=C2C(CCN(C12)CCC)(C)C)C(C)C)/F)=O ((E)-3-(1-n-propyl-6-isopropyl-4,4-dimethyl-1,2,3,4-tetrahydro-quinolin-8-yl)-2-fluoro-but-2-enoic acid ethyl ester), solution, [H-] (hydride), hexanes. Product: F\C(\CO)=C(/C)\C=1C=C(C=C2C(CCN(C12)CCC)(C)C)C(C)C ((E)-2-Fluoro-3-(6-isopropyl-4,4-dimethyl-1-n-propyl-1,2,3,4-tetrahydro-quinolin-8-yl)-but-2-en-1-ol). As a reaction SMILES: C([O:3][C:4](=O)/[C:5](/[F:26])=[C:6](\[C:8]1[CH:9]=[C:10]([CH:23]([CH3:25])[CH3:24])[CH:11]=[C:12]2[C:17]=1[N:16]([CH2:18][CH2:19][CH3:20])[CH2:15][CH2:14][C:13]2([CH3:22])[CH3:21])/[CH3:7])C.[H-]>>[F:26]/[C:5](=[C:6](/[C:8]1[CH:9]=[C:10]([CH:23]([CH3:24])[CH3:25])[CH:11]=[C:12]2[C:17]=1[N:16]([CH2:18][CH2:19][CH3:20])[CH2:15][CH2:14][C:13]2([CH3:22])[CH3:21])\[CH3:7])/[CH2:4][OH:3]. Reported procedure: Following General Procedure F, (E)-3-(1-n-propyl-6-isopropyl-4,4-dimethyl-1,2,3,4-tetrahydro-quinolin-8-yl)-2-fluoro-but-2-enoic acid ethyl ester (Intermediate 17, 1.43 g, 3.82 mmol) and a 1 M solution of diisobutylalluminum hydride in hexanes (15.3 ml, 15.3 mmol) were reacted to give the title compound as a light yellow oil after purification by flash chromatography (SiO2, first eluted with 5:95 ethyl acetate:hexane, followed by 1:9 ethyl acetate:hexane). The reactants are O=S1(=O)Nc2ccccc2N1c1cccc(F)c1F, CN(C(=O)OC(C)(C)C)C(CCO)c1ccccc1, c1ccc(P(c2ccccc2)c2ccccc2)cc1. Yields the product CN(C(=O)OC(C)(C)C)C(CCN1c2ccccc2N(c2cccc(F)c2F)S1(=O)=O)c1ccccc1. RXN SMILES: [F:1][c:2]1[c:3]([N:9]2[S:10](=[O:18])(=[O:19])[NH:11][c:12]3[c:13]2[cH:14][cH:15][cH:16][cH:17]3)[cH:4][cH:5][cH:6][c:7]1[F:8].[OH:39][CH2:40][CH2:41][CH:42]([c:43]1[cH:44][cH:45][cH:46][cH:47][cH:48]1)[N:49]([C:50]([O:51][C:52]([CH3:53])([CH3:54])[CH3:55])=[O:56])[CH3:57].[c:20]1([P:21]([c:22]2[cH:23][cH:24][cH:25][cH:26][cH:27]2)[c:28]2[cH:29][cH:30][cH:31][cH:32][cH:33]2)[cH:34][cH:35][cH:36][cH:37][cH:38]1>>[F:1][c:2]1[c:3]([N:9]2[S:10](=[O:18])(=[O:19])[N:11]([CH2:40][CH2:41][CH:42]([c:43]3[cH:44][cH:45][cH:46][cH:47][cH:48]3)[N:49]([C:50]([O:51][C:52]([CH3:53])([CH3:54])[CH3:55])=[O:56])[CH3:57])[c:12]3[c:13]2[cH:14][cH:15][cH:16][cH:17]3)[cH:4][cH:5][cH:6][c:7]1[F:8]. Reactants: COCCCCOC1=CC=C(OCC(CN)O)C=C1 (1-(p-[4-methoxybutoxy]-phenoxy)-3-aminopropan-2-ol), CC1=NC=C(C(=O)CC(C)=O)C=C1 (6-methylnicotinoyl-acetone), C(C)O (ethanol). Run in C(=O)O (formic acid). Run at time 20 hour. Product: CC1=NC=C(C(=O)C=C(C)NCC(COC2=CC=C(C=C2)OCCCCOC)O)C=C1 (1-(2-[6 -methylnicotinoyl]-1-methylvinylamino)-3-(p-[4-methoxy- butoxy]-phenoxy)-propan-2-ol). The yield is 89.0%. RXN SMILES: [CH3:1][O:2][CH2:3][CH2:4][CH2:5][CH2:6][O:7][C:8]1[CH:19]=[CH:18][C:11]([O:12][CH2:13][CH:14]([OH:17])[CH2:15][NH2:16])=[CH:10][CH:9]=1.[CH3:20][C:21]1[CH:32]=[CH:31][C:24]([C:25]([CH2:27][C:28](=O)[CH3:29])=[O:26])=[CH:23][N:22]=1.C(O)C>C(O)=O>[CH3:20][C:21]1[CH:32]=[CH:31][C:24]([C:25]([CH:27]=[C:28]([NH:16][CH2:15][CH:14]([OH:17])[CH2:13][O:12][C:11]2[CH:10]=[CH:9][C:8]([O:7][CH2:6][CH2:5][CH2:4][CH2:3][O:2][CH3:1])=[CH:19][CH:18]=2)[CH3:29])=[O:26])=[CH:23][N:22]=1. Procedure: 54.0 g of 1-(p-[4-methoxybutoxy]-phenoxy)-3-aminopropan-2-ol ##STR66## 37.3 g of 6-methylnicotinoyl-acetone ##STR67## 400 ml of ethanol and 0.1 ml of formic acid are heated to 50° for 1 hour and stirred at room temperature for a further 20 hours. Filtration gives 61.3 g of 1-(2-[6 -methylnicotinoyl]-1-methylvinylamino)-3-(p-[4-methoxy- butoxy]-phenoxy)-propan-2-ol ##STR68## Melting points: 143°-145°. A further 15.0 g of the same substance can be obtained from the filtrate. Yield: 89% of theory. The reactants are C(C)(=O)N(C1C2=C(N(CCC1)C(=O)OC(C)C)C(=CC(=C2)C)Br)CC2=CC(=CC(=C2)C(F)(F)F)C(F)(F)F (isopropyl 5-[acetyl-(3,5-bis-trifluoromethyl-benzyl)-amino]-9-bromo-7-methyl-2,3,4,5-tetrahydro-benzo[b]azepine-1-carboxylate), C(C)(=O)N(C1C2=C(N(CCC1)C(=O)OC(C)C)C=C(C(=C2)N(C)C)Cl)CC2=CC(=CC(=C2)C(F)(F)F)C(F)(F)F (isopropyl 5-[acetyl-(3,5-bistrifluoromethylbenzyl)amino]-8-chloro-7-dimethylamino-2,3,4,5-tetrahydrobenzo[b]azepine-1-carboxylate). Product: C(C)(=O)N(C1C2=C(N(CCC1)C(=O)OC(C)C)C(=CC(=C2)C)N(C)C)CC2=CC(=CC(=C2)C(F)(F)F)C(F)(F)F (Isopropyl 5-[Acetyl-(3,5-bis-trifluoromethyl-benzyl)-amino]-9-dimethylamino-7-methyl-2,3,4,5-tetrahydro-benzo[b]azepine-1-carboxylate). RXN SMILES: [C:1]([N:4]([CH2:24][C:25]1[CH:30]=[C:29]([C:31]([F:34])([F:33])[F:32])[CH:28]=[C:27]([C:35]([F:38])([F:37])[F:36])[CH:26]=1)[CH:5]1[CH2:11][CH2:10][CH2:9][N:8]([C:12]([O:14][CH:15]([CH3:17])[CH3:16])=[O:13])[C:7]2[C:18](Br)=[CH:19][C:20]([CH3:22])=[CH:21][C:6]1=2)(=[O:3])[CH3:2].[C:39]([N:42](CC1C=C(C(F)(F)F)C=C(C(F)(F)F)C=1)[CH:43]1CCCN(C(OC(C)C)=O)C2C=C(Cl)C(N(C)C)=CC1=2)(=O)C>>[C:1]([N:4]([CH2:24][C:25]1[CH:30]=[C:29]([C:31]([F:34])([F:33])[F:32])[CH:28]=[C:27]([C:35]([F:38])([F:37])[F:36])[CH:26]=1)[CH:5]1[CH2:11][CH2:10][CH2:9][N:8]([C:12]([O:14][CH:15]([CH3:17])[CH3:16])=[O:13])[C:7]2[C:18]([N:42]([CH3:43])[CH3:39])=[CH:19][C:20]([CH3:22])=[CH:21][C:6]1=2)(=[O:3])[CH3:2]. Procedure: This compound prepared utilizing the same methodology described in Example 51 wherein replacement of isopropyl-5-[acetyl-(3,5-bistrifluoromethylbenzyl)amino]-7-bromo-8-chloro-2,3,4,5-tetrahydrobenzo[b]azepine-1-carboxylate with isopropyl 5-[acetyl-(3,5-bis-trifluoromethyl-benzyl)-amino]-9-bromo-7-methyl-2,3,4,5-tetrahydro-benzo[b]azepine-1-carboxylate following the procedure of Example 51 for the synthesis of isopropyl 5-[acetyl-(3,5-bistrifluoromethylbenzyl)amino]-8-chloro-7-dimethylamino-2,3,4...